From a dataset of the Open Reaction Database (ORD), a public repository of structured organic reaction records. describe an organic reaction: reactants, conditions, products, and yield Starting materials: C(C)(C)(C)OC(=O)C=1C=CC(=NC1)C1=NOC(=N1)C1=CC(=CC=C1)C#N (3-(5-tert-butoxycarbonylpyrid-2-yl)-5-(3-cyanophenyl)-1,2,4-oxadiazole). Run in C(=O)O (formic acid), C(=O)O (formic acid). Reaction conditions: temperature 45 celsius. The product is OC(=O)C=1C=CC(=NC1)C1=NOC(=N1)C1=CC(=CC=C1)C#N (3-(5-hydroxycarbonylpyrid-2-yl)-5-(3-cyanophenyl)-1,2,4-oxadiazole). The yield is 107.4%. Reaction SMILES: C([O:5][C:6]([C:8]1[CH:9]=[CH:10][C:11]([C:14]2[N:18]=[C:17]([C:19]3[CH:24]=[CH:23][CH:22]=[C:21]([C:25]#[N:26])[CH:20]=3)[O:16][N:15]=2)=[N:12][CH:13]=1)=[O:7])(C)(C)C>C(O)=O>[OH:7][C:6]([C:8]1[CH:9]=[CH:10][C:11]([C:14]2[N:18]=[C:17]([C:19]3[CH:24]=[CH:23][CH:22]=[C:21]([C:25]#[N:26])[CH:20]=3)[O:16][N:15]=2)=[N:12][CH:13]=1)=[O:5]. Procedure details: A mixture of 3-(5-tert-butoxycarbonylpyrid-2-yl)-5-(3-cyanophenyl)-1,2,4-oxadiazole (114 mg, 0.33 mmol) in formic acid (98%, 6 mL) was heated for 2 days at 45° C. The incomplete reaction was resubjected to additional formic acid (96%, 6 mL) for 1 day at 45° C. Co-evaporation of the solvent in vacuo using toluene afforded 103.6 mg of 3-(5-hydroxycarbonylpyrid-2-yl)-5-(3-cyanophenyl)-1,2,4-oxadiazole, as a white solid.